This data is from the Open Reaction Database (ORD), a public repository of structured organic reaction records. The task is: describe an organic reaction: reactants, conditions, products, and yield The reactants are CCc1c(O)c(C)c(C)c2c1C(=O)CC1(CCC1)O2, CON, Cl, c1ccncc1. Product: CCc1c(O)c(C)c(C)c2c1C(=NOC)CC1(CCC1)O2. Reaction SMILES: [CH2:1]([CH3:2])[c:3]1[c:4]2[c:9]([c:10]([CH3:15])[c:11]([CH3:14])[c:12]1[OH:13])[O:8][C:7]1([CH2:6][C:5]2=[O:19])[CH2:16][CH2:17][CH2:18]1.[CH3:21][O:22][NH2:23].[ClH:20].[cH:24]1[cH:25][cH:26][n:27][cH:28][cH:29]1>>[CH2:1]([CH3:2])[c:3]1[c:4]2[c:9]([c:10]([CH3:15])[c:11]([CH3:14])[c:12]1[OH:13])[O:8][C:7]1([CH2:6][C:5]2=[N:23][O:22][CH3:21])[CH2:16][CH2:17][CH2:18]1. The reactants are ClC=1C=C(CN2CC(OCC2)CNC(OC2=CC=C(C=C2)[N+](=O)[O-])=O)C=CC1Cl (4-Nitrophenyl [4-(3,4-dichlorobenzyl)morpholin-2-yl]methylcarbamate), C(C)(=O)NC=1C=C(CN)C=CC1 (3-acetamidobenzylamine). Product: C(=O)O.ClC=1C=C(CN2CC(OCC2)CNC(=O)NCC=2C=C(C=CC2)NC(C)=O)C=CC1Cl (N-[3-({[({[4-(3,4-Dichlorobenzyl)morpholin-2-yl]methyl}amino)carbonyl]amino}methyl)phenyl]acetamide Formate). The yield is 34.4%. RXN SMILES: [Cl:1][C:2]1[CH:3]=[C:4]([CH:26]=[CH:27][C:28]=1[Cl:29])[CH2:5][N:6]1[CH2:11][CH2:10][O:9][CH:8]([CH2:12][NH:13][C:14](=[O:25])[O:15]C2C=CC([N+]([O-])=O)=CC=2)[CH2:7]1.[C:30]([NH:33][C:34]1[CH:35]=[C:36]([CH:39]=[CH:40][CH:41]=1)[CH2:37][NH2:38])(=[O:32])[CH3:31]>>[CH:14]([OH:25])=[O:15].[Cl:1][C:2]1[CH:3]=[C:4]([CH:26]=[CH:27][C:28]=1[Cl:29])[CH2:5][N:6]1[CH2:11][CH2:10][O:9][CH:8]([CH2:12][NH:13][C:14]([NH:38][CH2:37][C:36]2[CH:35]=[C:34]([NH:33][C:30](=[O:32])[CH3:31])[CH:41]=[CH:40][CH:39]=2)=[O:25])[CH2:7]1 |f:2.3|. Procedure details: Example 52 was prepared in an analogous manner to Example 43 from Intermediate 10 (0.04 g) and 3-acetamidobenzylamine (0.022 g), and purified by Mass Directed Automated Preparative HPLC to yield the title compound (0.008 g). Starting materials: S1C(=NC=C1)C=O (1,3-thiazole-2-carbaldehyde), ClC=1C=C(C=CC1OC(C)C)CCC1(CC(CC(O1)=O)=O)C1CCCC1 (6-[2-(3-chloro-4-isopropoxyphenyl)ethyl]-6-cyclopentyldihydro-2H-pyran-2,4(3H)-dione), CC1=NC=2N(C(=C1)C)N=C(N2)C=O (5,7-dimethyl[1,2,4]triazolo[1,5-a]pyrimidine-2-carbaldehyde), ClC=1C=C(C=CC1OC)CCC1(CC(CC(O1)=O)=O)C1CCCC1 (6-[2-(3-chloro-4-methoxyphenyl)ethyl]-6-cyclopentyldihydro-2H-pyran-2,4(3H)-dione). The product is ClC=1C=C(C=CC1OC)CCC1(CC(C(C(O1)=O)CC=1SC=CN1)=O)C1CCCC1 (6-[2-(3-chloro-4-methoxyphenyl)ethyl]-6-cyclopentyl-3-(1,3-thiazol-2-ylmethyl)dihydro-2H-pyran-2,4(3H)-dione). Reaction SMILES: [S:1]1[CH:5]=[CH:4][N:3]=[C:2]1[CH:6]=O.CC1C=C(C)N2N=C(C=O)N=C2N=1.[Cl:21][C:22]1[CH:23]=[C:24]([CH2:30][CH2:31][C:32]2([CH:40]3[CH2:44][CH2:43][CH2:42][CH2:41]3)[O:37][C:36](=[O:38])[CH2:35][C:34](=[O:39])[CH2:33]2)[CH:25]=[CH:26][C:27]=1[O:28][CH3:29].ClC1C=C(CCC2(C3CCCC3)OC(=O)CC(=O)C2)C=CC=1OC(C)C>>[Cl:21][C:22]1[CH:23]=[C:24]([CH2:30][CH2:31][C:32]2([CH:40]3[CH2:44][CH2:43][CH2:42][CH2:41]3)[O:37][C:36](=[O:38])[CH:35]([CH2:6][C:2]3[S:1][CH:5]=[CH:4][N:3]=3)[C:34](=[O:39])[CH2:33]2)[CH:25]=[CH:26][C:27]=1[O:28][CH3:29]. Procedure: The title compound was prepared analogously to Example B(31), where 1,3-thiazole-2-carbaldehyde was substituted in place of 5,7-dimethyl[1,2,4]triazolo[1,5-a]pyrimidine-2-carbaldehyde and 6-[2-(3-chloro-4-methoxyphenyl)ethyl]-6-cyclopentyldihydro-2H-pyran-2,4(3H)-dione was substituted in place of 6-[2-(3-chloro-4-isopropoxyphenyl)ethyl]-6-cyclopentyldihydro-2H-pyran-2,4(3H)-dione in final Step of that example. Starting materials: [Al+3], CCOC(=O)c1cn2c(n1)CN=C(c1ccccn1)c1cc(Br)ccc1-2, [H-], [H-], [H-], [H-], [Li+], C1CCOC1, O. The product is OCc1cn2c(n1)CN=C(c1ccccn1)c1cc(Br)ccc1-2. Reaction SMILES: [Al+3:2].[Br:7][c:8]1[cH:9][cH:10][c:11]2[c:12]([cH:32]1)[C:13]([c:26]1[n:27][cH:28][cH:29][cH:30][cH:31]1)=[N:14][CH2:15][c:16]1[n:17]-2[cH:18][c:19]([C:21](=[O:22])[O:23][CH2:24][CH3:25])[n:20]1.[H-:1].[H-:4].[H-:5].[H-:6].[Li+:3].[O:34]1[CH2:35][CH2:36][CH2:37][CH2:38]1.[OH2:33]>>[Br:7][c:8]1[cH:9][cH:10][c:11]2[c:12]([cH:32]1)[C:13]([c:26]1[n:27][cH:28][cH:29][cH:30][cH:31]1)=[N:14][CH2:15][c:16]1[n:17]-2[cH:18][c:19]([CH2:21][OH:22])[n:20]1. The reactants are C1CCOC1, COc1ccc(Cn2nc(I)c3c(Oc4ccc(N)cc4F)ccnc32)cc1, CN(C)C1CCNC1, CC(C)(C)[O-], ClCCl, [Na+], C1COCCOCCOCCOCCOCCO1. Yields the product COc1ccc(Cn2nc(N3CCC(N(C)C)C3)c3c(Oc4ccc(N)cc4F)ccnc32)cc1. Reaction SMILES: [CH2:61]1[O:62][CH2:63][CH2:64][CH2:65]1.[CH3:1][O:2][c:3]1[cH:4][cH:5][c:6]([CH2:7][n:8]2[n:9][c:10]([I:26])[c:11]3[c:12]2[n:13][cH:14][cH:15][c:16]3[O:17][c:18]2[c:19]([F:25])[cH:20][c:21]([NH2:24])[cH:22][cH:23]2)[cH:27][cH:28]1.[CH3:29][N:30]([CH:31]1[CH2:32][NH:33][CH2:34][CH2:35]1)[CH3:36].[CH3:37][C:38]([CH3:39])([O-:40])[CH3:41].[Cl:66][CH2:67][Cl:68].[Na+:42].[O:43]1[CH2:44][CH2:45][O:46][CH2:47][CH2:48][O:49][CH2:50][CH2:51][O:52][CH2:53][CH2:54][O:55][CH2:56][CH2:57][O:58][CH2:59][CH2:60]1>>[CH3:1][O:2][c:3]1[cH:4][cH:5][c:6]([CH2:7][n:8]2[n:9][c:10]([N:33]3[CH2:32][CH:31]([N:30]([CH3:29])[CH3:36])[CH2:35][CH2:34]3)[c:11]3[c:12]2[n:13][cH:14][cH:15][c:16]3[O:17][c:18]2[c:19]([F:25])[cH:20][c:21]([NH2:24])[cH:22][cH:23]2)[cH:27][cH:28]1. Reactants: CC(C)(C)OC(=O)N(C(=O)OC(C)(C)C)c1c(C#CBr)c(C#N)nn1-c1c(Cl)cc(C(F)(F)F)cc1Cl, O=C([O-])O, ClCCl, [Na+], O=C(O)C(F)(F)F. Product: CC(C)(C)OC(=O)Nc1c(C#CBr)c(C#N)nn1-c1c(Cl)cc(C(F)(F)F)cc1Cl. RXN SMILES: [C:1](#[N:2])[c:3]1[n:4][n:5](-[c:26]2[c:27]([Cl:37])[cH:28][c:29]([C:33]([F:34])([F:35])[F:36])[cH:30][c:31]2[Cl:32])[c:6]([N:11]([C:12](=[O:13])[O:14][C:15]([CH3:16])([CH3:17])[CH3:18])[C:19]([O:20][C:21]([CH3:22])([CH3:23])[CH3:24])=[O:25])[c:7]1[C:8]#[C:9][Br:10].[C:45](=[O:46])([O-:47])[OH:48].[Cl:50][CH2:51][Cl:52].[Na+:49].[OH:38][C:39]([C:40]([F:41])([F:42])[F:43])=[O:44]>>[C:1](#[N:2])[c:3]1[n:4][n:5](-[c:26]2[c:27]([Cl:37])[cH:28][c:29]([C:33]([F:34])([F:35])[F:36])[cH:30][c:31]2[Cl:32])[c:6]([NH:11][C:12](=[O:13])[O:14][C:15]([CH3:16])([CH3:17])[CH3:18])[c:7]1[C:8]#[C:9][Br:10]. The reactants are CC1CC(N(Cc2ccccc2)Cc2ccccc2)CC1C(=O)CBr, [H-], [Na+], CN(C)C=O, Cc1ccc(S(=O)(=O)n2ccc3nc(NC(=O)OC(C)(C)C)cnc32)cc1. The product is Cc1ccc(S(=O)(=O)n2ccc3nc(N(CC(=O)C4CC(N(Cc5ccccc5)Cc5ccccc5)CC4C)C(=O)OC(C)(C)C)cnc32)cc1. As a reaction SMILES: [Br:30][CH2:31][C:32](=[O:33])[CH:34]1[CH:35]([CH3:54])[CH2:36][CH:37]([N:39]([CH2:40][c:41]2[cH:42][cH:43][cH:44][cH:45][cH:46]2)[CH2:47][c:48]2[cH:49][cH:50][cH:51][cH:52][cH:53]2)[CH2:38]1.[H-:29].[Na+:28].[O:55]=[CH:56][N:57]([CH3:58])[CH3:59].[S:1](=[O:2])(=[O:3])([c:4]1[cH:5][cH:6][c:7]([CH3:8])[cH:9][cH:10]1)[n:11]1[cH:12][cH:13][c:14]2[c:15]1[n:16][cH:17][c:18]([NH:20][C:21]([O:22][C:23]([CH3:24])([CH3:25])[CH3:26])=[O:27])[n:19]2>>[S:1](=[O:2])(=[O:3])([c:4]1[cH:5][cH:6][c:7]([CH3:8])[cH:9][cH:10]1)[n:11]1[cH:12][cH:13][c:14]2[c:15]1[n:16][cH:17][c:18]([N:20]([C:21]([O:22][C:23]([CH3:24])([CH3:25])[CH3:26])=[O:27])[CH2:31][C:32](=[O:33])[CH:34]1[CH:35]([CH3:54])[CH2:36][CH:37]([N:39]([CH2:40][c:41]3[cH:42][cH:43][cH:44][cH:45][cH:46]3)[CH2:47][c:48]3[cH:49][cH:50][cH:51][cH:52][cH:53]3)[CH2:38]1)[n:19]2. Reactants: CC(C)CC(C(=O)NNc1ccccc1)C(CC=Cc1ccccc1)C(=O)OC(C)(C)C, O=S(=O)(Cl)Cc1ccccc1. Yields the product CC(C)CC(C(=O)NN(c1ccccc1)S(=O)(=O)Cc1ccccc1)C(CC=Cc1ccccc1)C(=O)OC(C)(C)C. RXN SMILES: [C:1]([CH3:2])([CH3:3])([CH3:4])[O:5][C:6](=[O:7])[CH:8]([CH2:9][CH:10]=[CH:11][c:12]1[cH:13][cH:14][cH:15][cH:16][cH:17]1)[CH:18]([C:19](=[O:20])[NH:21][NH:22][c:23]1[cH:24][cH:25][cH:26][cH:27][cH:28]1)[CH2:29][CH:30]([CH3:31])[CH3:32].[CH2:33]([c:34]1[cH:35][cH:36][cH:37][cH:38][cH:39]1)[S:40](=[O:41])(=[O:42])[Cl:43]>>[C:1]([CH3:2])([CH3:3])([CH3:4])[O:5][C:6](=[O:7])[CH:8]([CH2:9][CH:10]=[CH:11][c:12]1[cH:13][cH:14][cH:15][cH:16][cH:17]1)[CH:18]([C:19](=[O:20])[NH:21][N:22]([c:23]1[cH:24][cH:25][cH:26][cH:27][cH:28]1)[S:40]([CH2:33][c:34]1[cH:35][cH:36][cH:37][cH:38][cH:39]1)(=[O:41])=[O:42])[CH2:29][CH:30]([CH3:31])[CH3:32]. Reactants: C(#N)C1(CC1)C=1C=C(CN2C(=C(C3=CC(=CC=C23)C(=O)O)C)C)C=CC1 (1-(3-(1-cyanocyclopropyl)benzyl)-2,3-dimethyl-1H-indole-5-carboxylic acid), C1(CC1)C=1C=C(C=CC1)[C@H](C)N ((S)-1-(3-cyclopropylphenyl)ethanamine). Yields the product C(#N)C1(CC1)C=1C=C(CN2C(=C(C3=CC(=CC=C23)C(=O)N[C@@H](C)C2=CC(=CC=C2)C2CC2)C)C)C=CC1 ((S)-1-(3-(1-Cyanocyclopropyl)benzyl)-N-(1-(3-cyclopropylphenyl)ethyl)-2,3-dimethyl-1H-indole-5-carboxamide). Reaction SMILES: [C:1]([C:3]1([C:6]2[CH:7]=[C:8]([CH:24]=[CH:25][CH:26]=2)[CH2:9][N:10]2[C:18]3[C:13](=[CH:14][C:15]([C:19](O)=[O:20])=[CH:16][CH:17]=3)[C:12]([CH3:22])=[C:11]2[CH3:23])[CH2:5][CH2:4]1)#[N:2].[CH:27]1([C:30]2[CH:31]=[C:32]([C@@H:36]([NH2:38])[CH3:37])[CH:33]=[CH:34][CH:35]=2)[CH2:29][CH2:28]1>>[C:1]([C:3]1([C:6]2[CH:7]=[C:8]([CH:24]=[CH:25][CH:26]=2)[CH2:9][N:10]2[C:18]3[C:13](=[CH:14][C:15]([C:19]([NH:38][C@H:36]([C:32]4[CH:33]=[CH:34][CH:35]=[C:30]([CH:27]5[CH2:29][CH2:28]5)[CH:31]=4)[CH3:37])=[O:20])=[CH:16][CH:17]=3)[C:12]([CH3:22])=[C:11]2[CH3:23])[CH2:5][CH2:4]1)#[N:2]. Reported procedure: The title compound was prepared following the same general protocol as described in Step 5, Example 35, using 1-(3-(1-cyanocyclopropyl)benzyl)-2,3-dimethyl-1H-indole-5-carboxylic acid and (S)-1-(3-cyclopropylphenyl)ethanamine.